Dataset: the Open Reaction Database (ORD), a public repository of structured organic reaction records. Task: describe an organic reaction: reactants, conditions, products, and yield Reactants: CCI, ClCCl, CCCC[N+](CCCC)(CCCC)CCCC, [K+], [OH-], Cc1ccc(S(=O)(=O)n2ccc3c(C(C)O)cccc32)cc1, O=S(=O)([O-])O. Reaction SMILES: [CH2:23]([CH3:24])[I:25].[CH2:28]([Cl:29])[Cl:30].[CH2:36]([N+:37]([CH2:38][CH2:39][CH2:40][CH3:41])([CH2:42][CH2:43][CH2:44][CH3:45])[CH2:46][CH2:47][CH2:48][CH3:49])[CH2:50][CH2:51][CH3:52].[K+:27].[OH-:26].[OH:1][CH:2]([CH3:3])[c:4]1[c:5]2[cH:6][cH:7][n:8]([S:13](=[O:14])(=[O:15])[c:16]3[cH:17][cH:18][c:19]([CH3:20])[cH:21][cH:22]3)[c:9]2[cH:10][cH:11][cH:12]1.[S:31]([O-:32])([OH:33])(=[O:34])=[O:35]>>[O:1]([CH:2]([CH3:3])[c:4]1[c:5]2[cH:6][cH:7][n:8]([S:13](=[O:14])(=[O:15])[c:16]3[cH:17][cH:18][c:19]([CH3:20])[cH:21][cH:22]3)[c:9]2[cH:10][cH:11][cH:12]1)[CH2:23][CH3:24]. The product is CCOC(C)c1cccc2c1ccn2S(=O)(=O)c1ccc(C)cc1. Reactants: Intermediate 216, FC(C(=O)O)(F)F.C(CCC)OC=1NC(=C2N=C(N=C2N1)OC)N (2-(butyloxy)-8-(methyloxy)-1H-purin-6-amine trifluoroacetate), BrCCCC1OCCC1 (2-(3-bromopropyl)tetrahydrofuran). Yields the product C(CCC)OC1=NC(=C2N=C(N(C2=N1)CCCC1OCCC1)OC)N (2-(Butyloxy)-8-(methyloxy)-9-[3-(tetrahydro-2-furanyl)proyl]-9H-Purin-6-amine). RXN SMILES: FC(F)(F)C(O)=O.[CH2:8]([O:12][C:13]1[NH:14][C:15]([NH2:24])=[C:16]2[C:20]([N:21]=1)=[N:19][C:18]([O:22][CH3:23])=[N:17]2)[CH2:9][CH2:10][CH3:11].Br[CH2:26][CH2:27][CH2:28][CH:29]1[CH2:33][CH2:32][CH2:31][O:30]1>>[CH2:8]([O:12][C:13]1[N:21]=[C:20]2[C:16]([N:17]=[C:18]([O:22][CH3:23])[N:19]2[CH2:26][CH2:27][CH2:28][CH:29]2[CH2:33][CH2:32][CH2:31][O:30]2)=[C:15]([NH2:24])[N:14]=1)[CH2:9][CH2:10][CH3:11] |f:0.1|. Procedure: Prepared similarly to Intermediate 216 from 2-(butyloxy)-8-(methyloxy)-1H-purin-6-amine trifluoroacetate and 2-(3-bromopropyl)tetrahydrofuran.